From a dataset of the Open Reaction Database (ORD), a public repository of structured organic reaction records. describe an organic reaction: reactants, conditions, products, and yield Reactants: C(C1=CC=CC=C1)OC1=C(C=CC=C1)CCC=O (3-(2-benzyloxyphenyl)propanal), [Cl-].COCOC1=C(C[PH3+])C=CC=C1 (2-methoxymethoxybenzylphosphonium chloride), N12CCCCCC2=NCCC1 (1,8-diazabicyclo[5,4,0]-undec-7-ene). Solvent: C(C)#N (acetonitrile). Yields the product COCOC1=C(C=CC=C1)C=CCCC1=C(C=CC=C1)OCC1=CC=CC=C1 (1-(2-methoxymethoxyphenyl)-4-(2-benzyloxyphenyl)-1-butene). Yield: 64.4%. RXN SMILES: [CH2:1]([O:8][C:9]1[CH:14]=[CH:13][CH:12]=[CH:11][C:10]=1[CH2:15][CH2:16][CH:17]=O)[C:2]1[CH:7]=[CH:6][CH:5]=[CH:4][CH:3]=1.[Cl-].[CH3:20][O:21][CH2:22][O:23][C:24]1[CH:31]=[CH:30][CH:29]=[CH:28][C:25]=1[CH2:26][PH3+].N12CCCN=C1CCCCC2>C(#N)C>[CH3:20][O:21][CH2:22][O:23][C:24]1[CH:31]=[CH:30][CH:29]=[CH:28][C:25]=1[CH:26]=[CH:17][CH2:16][CH2:15][C:10]1[CH:11]=[CH:12][CH:13]=[CH:14][C:9]=1[O:8][CH2:1][C:2]1[CH:3]=[CH:4][CH:5]=[CH:6][CH:7]=1 |f:1.2|. Procedure: Following a procedure similar to that described in the first part of Preparation 3, 2.51 g of 3-(2-benzyloxyphenyl)propanal, 5.6 g of 2-methoxymethoxybenzylphosphonium chloride (prepared as described in Preparation 2) and 1.91 g of 1,8-diazabicyclo[5,4,0]-undec-7-ene were reacted in 50 ml of acetonitrile. The crude product, extracted as described in the first part of Preparation 3, was purified by column chromatography through silica gel, using a 10:1 by volume mixture of hexane and ethyl acetat... Starting materials: ClCCCBr (1-Chloro-3-bromopropane), C(C)O (ethanol), S(=O)([O-])[O-].[Na+].[Na+] (sodium sulphite). Solvent: O (water), O (water). Conditions: time 2 hour. The product is ClCCCS(=O)(=O)[O-].[Na+] (sodium 3-chloro-propane-sulphonate). RXN SMILES: [Cl:1][CH2:2][CH2:3][CH2:4]Br.C(O)C.[S:9]([O-:12])([O-:11])=[O:10].[Na+:13].[Na+]>O>[Cl:1][CH2:2][CH2:3][CH2:4][S:9]([O-:12])(=[O:11])=[O:10].[Na+:13] |f:2.3.4,6.7|. Procedure: 1-Chloro-3-bromopropane (104.0 g), ethanol (250 ml), and water (90 ml) were stirred under reflux, and a solution of sodium sulphite (25.0 g) in distilled water (90 ml) was added to the stirred refluxing reaction mixture over a period of two hours. After the addition, refluxing was continued for a further 2 hours after which the excess alcohol and 1-chloro-3-bromopropane were removed by distillation. The remaining aqueous solution was evaporated to dryness on a steam bath and the product was recr... The product is BrC1=NC(=C(C(=C1)Cl)[N+](=O)[O-])Br (2,6-Dibromo-4-chloro-5-nitro-pyridine). Run at temperature 0 celsius, time 1 hour. The reactants are BrC1=NC(=C(C(=C1)N)[N+](=O)[O-])Br (2,6-Dibromo-4-amino-5-nitro-pyridine), N(=O)[O-].[Na+] (Sodium nitrite), Cl (hydrochloric acid). Procedure: 2,6-Dibromo-4-amino-5-nitro-pyridine (3 g) was taken up in concentrated hydrochloric acid (20 mL) and cooled to 0° C. Sodium nitrite (3.5 g) was added and the reaction mixture was allowed to stir at 0° C. for 1 h. The ice bath was removed and the reaction allowed to warm to room temperature over 3 h, and was then quenched by the addition of ethyl acetate (50 mL) and water (100 mL). The organic layer was separated, dried over MgSO4 and filtered and evaporated in vacuo to a pale yellow oil, which ... As a reaction SMILES: [Br:1][C:2]1[CH:7]=[C:6](N)[C:5]([N+:9]([O-:11])=[O:10])=[C:4]([Br:12])[N:3]=1.N([O-])=O.[Na+].[ClH:17]>>[Br:1][C:2]1[CH:7]=[C:6]([Cl:17])[C:5]([N+:9]([O-:11])=[O:10])=[C:4]([Br:12])[N:3]=1 |f:1.2|. Reactants: BrC(Br)(Br)Br, ClCCl, O=C(CCCCBr)NCCCCCO, c1ccc(P(c2ccccc2)c2ccccc2)cc1. Yields the product O=C(CCCCBr)NCCCCCBr. Reaction SMILES: [C:15]([Br:16])([Br:17])([Br:18])[Br:19].[CH2:39]([Cl:40])[Cl:41].[OH:1][CH2:2][CH2:3][CH2:4][CH2:5][CH2:6][NH:7][C:8]([CH2:9][CH2:10][CH2:11][CH2:12][Br:13])=[O:14].[c:20]1([P:21]([c:22]2[cH:23][cH:24][cH:25][cH:26][cH:27]2)[c:28]2[cH:29][cH:30][cH:31][cH:32][cH:33]2)[cH:34][cH:35][cH:36][cH:37][cH:38]1>>[CH2:2]([CH2:3][CH2:4][CH2:5][CH2:6][NH:7][C:8]([CH2:9][CH2:10][CH2:11][CH2:12][Br:13])=[O:14])[Br:16].